Dataset: the Open Reaction Database (ORD), a public repository of structured organic reaction records. Task: describe an organic reaction: reactants, conditions, products, and yield Procedure details: 5-(4-Chloro-phenyl)-4-cyclohexyl-2-(2-ethoxy-4-methoxy-phenyl)-4,5-dihydro-1H-imidazole was prepared from 1-(4-chloro-phenyl)-2-cyclohexyl-ethane-1,2-diamine and ethyl 2-ethoxy-4-methoxy-benzimidate hydrochloride in an analogous manner as described for the preparation of 5-(4-chloro-phenyl)-4-cyclopentylmethyl-2-(2-ethoxy-4-methoxy-phenyl)-4,5-dihydro-1H-imidazole (Example 9). HR-MS (ES, m/z) observed 413.1993, calculated for C24H30N2O2Cl [(M+H)+]413.1991. The reactants are ClC1=CC=C(C=C1)C(C(N)C1CCCCC1)N (1-(4-chloro-phenyl)-2-cyclohexyl-ethane-1,2-diamine), Cl.C(C)OC1=C(C(OCC)=N)C=CC(=C1)OC (ethyl 2-ethoxy-4-methoxy-benzimidate hydrochloride), ClC1=CC=C(C=C1)C1C(N=C(N1)C1=C(C=C(C=C1)OC)OCC)CC1CCCC1 (5-(4-chloro-phenyl)-4-cyclopentylmethyl-2-(2-ethoxy-4-methoxy-phenyl)-4,5-dihydro-1H-imidazole). Reaction SMILES: ClC1C=CC(C(N)C(C2CCCCC2)N)=CC=1.Cl.C(OC1C=C(OC)C=CC=1C(=N)OCC)C.[Cl:35][C:36]1[CH:41]=[CH:40][C:39]([CH:42]2[NH:46][C:45]([C:47]3[CH:52]=[CH:51][C:50]([O:53][CH3:54])=[CH:49][C:48]=3[O:55][CH2:56][CH3:57])=[N:44][CH:43]2[CH2:58][CH:59]2[CH2:63][CH2:62][CH2:61][CH2:60]2)=[CH:38][CH:37]=1>>[Cl:35][C:36]1[CH:41]=[CH:40][C:39]([CH:42]2[NH:46][C:45]([C:47]3[CH:52]=[CH:51][C:50]([O:53][CH3:54])=[CH:49][C:48]=3[O:55][CH2:56][CH3:57])=[N:44][CH:43]2[CH:58]2[CH2:59][CH2:63][CH2:62][CH2:61][CH2:60]2)=[CH:38][CH:37]=1 |f:1.2|. Yields the product ClC1=CC=C(C=C1)C1C(N=C(N1)C1=C(C=C(C=C1)OC)OCC)C1CCCCC1 (5-(4-Chloro-phenyl)-4-cyclohexyl-2-(2-ethoxy-4-methoxy-phenyl)-4,5-dihydro-1H-imidazole). The reactants are ClCCl, Cl, COc1ccc2c(Oc3ccc(N(S(=O)(=O)C(F)(F)F)S(=O)(=O)C(F)(F)F)cc3)c(-c3ccccc3)c(C)cc2c1, [Na+], [OH-]. Product: COc1ccc2c(Oc3ccc(NS(=O)(=O)C(F)(F)F)cc3)c(-c3ccccc3)c(C)cc2c1. RXN SMILES: [Cl:45][CH2:46][Cl:47].[ClH:44].[F:3][C:4]([S:5](=[O:6])(=[O:7])[N:8]([S:9]([C:10]([F:11])([F:12])[F:13])(=[O:14])=[O:15])[c:16]1[cH:17][cH:18][c:19]([O:22][c:23]2[c:24](-[c:36]3[cH:37][cH:38][cH:39][cH:40][cH:41]3)[c:25]([CH3:35])[cH:26][c:27]3[cH:28][c:29]([O:33][CH3:34])[cH:30][cH:31][c:32]23)[cH:20][cH:21]1)([F:42])[F:43].[Na+:2].[OH-:1]>>[F:3][C:4]([S:5](=[O:6])(=[O:7])[NH:8][c:16]1[cH:17][cH:18][c:19]([O:22][c:23]2[c:24](-[c:36]3[cH:37][cH:38][cH:39][cH:40][cH:41]3)[c:25]([CH3:35])[cH:26][c:27]3[cH:28][c:29]([O:33][CH3:34])[cH:30][cH:31][c:32]23)[cH:20][cH:21]1)([F:42])[F:43]. Starting materials: ClCS(=O)(=O)NC1=CC(=C(C=C1)F)[N+](=O)[O-] (1-chloro-N-(4-fluoro-3-nitrophenyl)methanesulfonamide), aqueous solution. Reagents/catalysts: [Fe] (iron). The solvent is C(C)(=O)O (acetic acid), C(C)(=O)OCC (ethyl acetate), C(C)(=O)O (acetic acid). Run at temperature 80 celsius. Yields the product NC=1C=C(C=CC1F)NS(=O)(=O)CCl (N-(3-Amino-4-fluorophenyl)-1-chloromethanesulfonamide). Yield: 93.9%. RXN SMILES: [Cl:1][CH2:2][S:3]([NH:6][C:7]1[CH:12]=[CH:11][C:10]([F:13])=[C:9]([N+:14]([O-])=O)[CH:8]=1)(=[O:5])=[O:4]>C(O)(=O)C.C(OCC)(=O)C.[Fe]>[NH2:14][C:9]1[CH:8]=[C:7]([NH:6][S:3]([CH2:2][Cl:1])(=[O:4])=[O:5])[CH:12]=[CH:11][C:10]=1[F:13]. Procedure: A mixture of 12.5 g of iron powder (223 mmol) and 16 mL of an aqueous solution of acetic acid (8%) was heated to 80° C., and a solution of 6 g of 1-chloro-N-(4-fluoro-3-nitrophenyl)methanesulfonamide (22.3 mmol) in 20 mL of glacial acetic acid and 22 mL ethyl acetate was added dropwise to the mixture. After heating for 1.5 h the reaction mixture was filtered through a pad of Celite® and washed with 200 mL of ethyl acetate and water (twice with 25 mL). The organic phase was separated, dried (MgSO... The reactants are C(=O)OCC (Ethyl formate), [H-].[Na+] (sodium hydride), C(#N)CC(=O)N (cyanoacetamide), CC(CC)=O (2-butanone). Reported procedure: Ethyl formate and 2-butanone are added to sodium hydride and cyanoacetamide is added to give 3-cyano-5,6-dimethyl-2-hydroxypyridine, which is reacted with phosphorus pentachloride and the product reduced with hydrogen and Raney nickel in the presence of semicarbazide, and formaldehyde is added to the mixture to give 2-chloro-5,6-dimethyl-3-pyridinecarboxaldehyde m.p. 69°-70°. As a reaction SMILES: C(O[CH2:4][CH3:5])=O.[H-].[Na+].[C:8]([CH2:10][C:11]([NH2:13])=[O:12])#[N:9].[CH3:14][C:15](=O)[CH2:16]C>>[C:8]([C:10]1[C:11]([OH:12])=[N:13][C:4]([CH3:5])=[C:15]([CH3:16])[CH:14]=1)#[N:9] |f:1.2|. The product is C(#N)C=1C(=NC(=C(C1)C)C)O (3-cyano-5,6-dimethyl-2-hydroxypyridine). RXN SMILES: [CH3:1][C:2](=[O:3])[O:4][C:5](=[O:6])[CH3:7].[CH:61]([Cl:62])([Cl:63])[Cl:64].[Cl-:53].[ClH:54].[F:8][C:9]([c:10]1[c:11]([NH:12][C:13]([c:14]2[c:15]([OH:16])[c:17]([C:24]([CH3:25])([CH3:26])[CH3:27])[cH:18][c:19]([C:22]#[N:23])[c:20]2[CH3:21])=[O:28])[cH:29][cH:30][c:31]([C:33]#[N:34])[cH:32]1)([F:35])[F:36].[OH:37][c:38]1[c:39]([C:40]([NH:41][c:42]2[cH:43][cH:44][cH:45][cH:46][cH:47]2)=[O:48])[cH:49][cH:50][cH:51][cH:52]1.[cH:55]1[cH:56][cH:57][n:58][cH:59][cH:60]1>>[CH3:1][C:2](=[O:3])[O:16][c:15]1[c:14]([C:13]([NH:12][c:11]2[c:10]([C:9]([F:8])([F:35])[F:36])[cH:32][c:31]([C:33]#[N:34])[cH:30][cH:29]2)=[O:28])[c:20]([CH3:21])[c:19]([C:22]#[N:23])[cH:18][c:17]1[C:24]([CH3:25])([CH3:26])[CH3:27]. Yields the product CC(=O)Oc1c(C(C)(C)C)cc(C#N)c(C)c1C(=O)Nc1ccc(C#N)cc1C(F)(F)F. The reactants are CC(=O)OC(C)=O, ClC(Cl)Cl, [Cl-], Cl, Cc1c(C#N)cc(C(C)(C)C)c(O)c1C(=O)Nc1ccc(C#N)cc1C(F)(F)F, O=C(Nc1ccccc1)c1ccccc1O, c1ccncc1. Reactants: CS(=O)(=O)OCCNC1=C(C(N(C(N1C)=O)C)=O)[N+](=O)[O-] (6-(2-methanesulfonyloxyethylamino)-1,3-dimethyl-5-nitro-2,4(1H,3H)-pyrimidinedione), C([O-])([O-])=O.[K+].[K+] (potassium carbonate). Run in C(C)#N (acetonitrile). Conditions: time 2 day. Product: N1(CC1)C1=C(C(N(C(N1C)=O)C)=O)[N+](=O)[O-] (6-(aziridin-1-yl)-1,3-dimethyl-5-nitro-2,4(1H,3H)-pyrimidinedione). Yield: 24.6%. RXN SMILES: CS(O[CH2:6][CH2:7][NH:8][C:9]1[N:14]([CH3:15])[C:13](=[O:16])[N:12]([CH3:17])[C:11](=[O:18])[C:10]=1[N+:19]([O-:21])=[O:20])(=O)=O.C(=O)([O-])[O-].[K+].[K+]>C(#N)C>[N:8]1([C:9]2[N:14]([CH3:15])[C:13](=[O:16])[N:12]([CH3:17])[C:11](=[O:18])[C:10]=2[N+:19]([O-:21])=[O:20])[CH2:6][CH2:7]1 |f:1.2.3|. Procedure: 6-(2-methanesulfonyloxyethylamino)-1,3-dimethyl-5-nitro-2,4(1H,3H)-pyrimidinedione (5.8 g) was dissolved in 70 ml of acetonitrile and added with 3.8 g of potassium carbonate. The reaction was carried out under heating with reflux for 3 hours. The reaction mixture as cooled down to room temperature; insoluble materials were removed by filtration. The filtrate was concentrated to a volume of 20 ml, added with 100 ml of ether and then stored refrigerated for 2 days. Crystals formed were collected b... The reactants are COc1cccc(CO)c1C, CCOCC, ClCCl, O=[Cr](=O)([O-])Cl, c1cc[nH+]cc1. Product: COc1cccc(C=O)c1C. Reaction SMILES: [CH3:12][O:13][c:14]1[c:15]([CH3:22])[c:16]([CH2:20][OH:21])[cH:17][cH:18][cH:19]1.[CH3:26][CH2:27][O:28][CH2:29][CH3:30].[Cl:23][CH2:24][Cl:25].[O:1]=[Cr:2]([Cl:3])([O-:4])=[O:5].[nH+:6]1[cH:7][cH:8][cH:9][cH:10][cH:11]1>>[CH3:12][O:13][c:14]1[c:15]([CH3:22])[c:16]([CH:20]=[O:21])[cH:17][cH:18][cH:19]1.